This data is from the Open Reaction Database (ORD), a public repository of structured organic reaction records. The task is: describe an organic reaction: reactants, conditions, products, and yield Starting materials: C1COCCO1, CCN(C(C)C)C(C)C, Clc1ccc2ccccc2n1, O=S(=O)(c1ccc(Cl)cc1)C1CCNCC1. As a reaction SMILES: [CH2:37]1[O:38][CH2:39][CH2:40][O:41][CH2:42]1.[CH:28]([N:29]([CH2:30][CH3:31])[CH:32]([CH3:33])[CH3:34])([CH3:35])[CH3:36].[Cl:17][c:18]1[n:19][c:20]2[cH:21][cH:22][cH:23][cH:24][c:25]2[cH:26][cH:27]1.[Cl:1][c:2]1[cH:3][cH:4][c:5]([S:8](=[O:9])(=[O:10])[CH:11]2[CH2:12][CH2:13][NH:14][CH2:15][CH2:16]2)[cH:6][cH:7]1>>[Cl:1][c:2]1[cH:3][cH:4][c:5]([S:8](=[O:9])(=[O:10])[CH:11]2[CH2:12][CH2:13][N:14]([c:18]3[n:19][c:20]4[cH:21][cH:22][cH:23][cH:24][c:25]4[cH:26][cH:27]3)[CH2:15][CH2:16]2)[cH:6][cH:7]1. The product is O=S(=O)(c1ccc(Cl)cc1)C1CCN(c2ccc3ccccc3n2)CC1. Starting materials: N#CCC(=O)O, CCCCOC(=O)C(C)O, CN(C)c1ccncc1, C(=NC1CCCCC1)=NC1CCCCC1, ClCCl, CN(C)C=O. Yields the product CCCCOC(=O)C(C)OC(=O)CC#N. RXN SMILES: [C:11](#[N:12])[CH2:13][C:14](=[O:15])[OH:16].[CH2:1]([CH2:2][CH2:3][CH3:4])[O:5][C:6]([CH:7]([OH:8])[CH3:9])=[O:10].[CH3:37][N:38]([CH3:39])[c:40]1[cH:41][cH:42][n:43][cH:44][cH:45]1.[CH:22]1([N:23]=[C:24]=[N:25][CH:26]2[CH2:27][CH2:28][CH2:29][CH2:30][CH2:31]2)[CH2:32][CH2:33][CH2:34][CH2:35][CH2:36]1.[Cl:46][CH2:47][Cl:48].[O:17]=[CH:18][N:19]([CH3:20])[CH3:21]>>[CH2:1]([CH2:2][CH2:3][CH3:4])[O:5][C:6]([CH:7]([O:8][C:14]([CH2:13][C:11]#[N:12])=[O:15])[CH3:9])=[O:10]. The reactants are O=C[C@H](CCNC(OC(C)(C)C)=O)NC(OC(C)(C)C)=O ((S)-di-tert-butyl (4-oxobutane-1,3-diyl)dicarbamate), C([O-])([O-])=O.[K+].[K+] (potassium carbonate), [N+](=[N-])=C(C(C)=O)P(OC)(OC)=O (dimethyl (1-diazo-2-oxopropyl)phosphonate). The solvent is CO (MeOH), CCOC(=O)C (EtOAc). Run at time 15 hour. Yields the product C(C[C@@H](C#C)NC(OC(C)(C)C)=O)NC(OC(C)(C)C)=O ((S)-di-tert-butyl pent-4-yne-1,3-diyldicarbamate). Yield: 65.0%. RXN SMILES: O=[CH:2][C@@H:3]([NH:14][C:15](=[O:21])[O:16][C:17]([CH3:20])([CH3:19])[CH3:18])[CH2:4][CH2:5][NH:6][C:7](=[O:13])[O:8][C:9]([CH3:12])([CH3:11])[CH3:10].[C:22](=O)([O-])[O-].[K+].[K+].[N+](=C(P(=O)(OC)OC)C(=O)C)=[N-]>CO.CCOC(C)=O>[CH2:5]([NH:6][C:7](=[O:13])[O:8][C:9]([CH3:12])([CH3:11])[CH3:10])[CH2:4][C@H:3]([NH:14][C:15](=[O:21])[O:16][C:17]([CH3:20])([CH3:19])[CH3:18])[C:2]#[CH:22] |f:1.2.3|. Reported procedure: To a solution of (S)-di-tert-butyl (4-oxobutane-1,3-diyl)dicarbamate (1.47 g, 4.86 mmol) in MeOH (30 mL) was added potassium carbonate (1.680 g, 12.15 mmol) and dimethyl (1-diazo-2-oxopropyl)phosphonate (1.40 mL, 7.29 mmol), sequentially. After stirring for 15 h, the mixture was diluted with EtOAc, washed with water, brine, dried over Na2SO4 and concentrated in vacuo. The crude material was purified via silica gel chromatography (EtOAc-Heptane) to afford the title compound (0.943 g, 65%). LCMS: ... Starting materials: N(N)C1=CC(N(C(N1CC(C)C)=O)C)=O (6-hydrazino-1-isobutyl-3-methylpyrimidine-2,4(1H,3H)-dione), S1C=C(C2=C1C=CC=C2)C=O (1-benzothiophene-3-carbaldehyde), C(=O)C1=CC(=CN1C)C(=O)OC (methyl 5-formyl-1-methyl-1H-pyrrole-3-carboxylate). The product is S1C=C(C2=C1C=CC=C2)CN2N=C1N(C(N(C(C1=C2C2=CC(=CN2C)C(=O)OC)=O)C)=O)CC(C)C (methyl 5-[2-(1-benzothien-3-ylmethyl)-7-isobutyl-5-methyl-4,6-dioxo-4,5,6,7-tetrahydro-2H-pyrazolo[3,4-d]pyrimidin-3-yl]-1-methyl-1H-pyrrole-3-carboxylate). Reaction SMILES: [NH:1]([C:3]1[N:8]([CH2:9][CH:10]([CH3:12])[CH3:11])[C:7](=[O:13])[N:6]([CH3:14])[C:5](=[O:15])[CH:4]=1)[NH2:2].[S:16]1[C:20]2[CH:21]=[CH:22][CH:23]=[CH:24][C:19]=2[C:18]([CH:25]=O)=[CH:17]1.[CH:27]([C:29]1[N:33]([CH3:34])[CH:32]=[C:31]([C:35]([O:37][CH3:38])=[O:36])[CH:30]=1)=O>>[S:16]1[C:20]2[CH:21]=[CH:22][CH:23]=[CH:24][C:19]=2[C:18]([CH2:25][N:2]2[C:27]([C:29]3[N:33]([CH3:34])[CH:32]=[C:31]([C:35]([O:37][CH3:38])=[O:36])[CH:30]=3)=[C:4]3[C:3]([N:8]([CH2:9][CH:10]([CH3:11])[CH3:12])[C:7](=[O:13])[N:6]([CH3:14])[C:5]3=[O:15])=[N:1]2)=[CH:17]1. Procedure details: This compound was made following the procedure described above, starting with 6-hydrazino-1-isobutyl-3-methylpyrimidine-2,4(1H,3H)-dione, and condensing first with 1-benzothiophene-3-carbaldehyde, followed by methyl 5-formyl-1-methyl-1H-pyrrole-3-carboxylate. Mass: 506.31 (M+H). Reactants: C(CO)=O (glycolaldehyde), N1C=NC=C1 (imidazole), ether petroleum ether, C(C)(C)(C)[Si](Cl)(C1=CC=CC=C1)C1=CC=CC=C1 (tert-butyldiphenylchlorosilane). The solvent is CN(C=O)C (dimethylformamide). Yields the product [Si](C1=CC=CC=C1)(C1=CC=CC=C1)(C(C)(C)C)OCC=O (2-(tert-Butyldipenylsilyloxy)-acetaldehyde). Reaction SMILES: [CH:1](=[O:4])[CH2:2][OH:3].[C:5]([Si:9]([C:17]1[CH:22]=[CH:21][CH:20]=[CH:19][CH:18]=1)([C:11]1[CH:16]=[CH:15][CH:14]=[CH:13][CH:12]=1)Cl)([CH3:8])([CH3:7])[CH3:6].N1C=CN=C1>CN(C)C=O>[Si:9]([O:4][CH2:1][CH:2]=[O:3])([C:5]([CH3:8])([CH3:7])[CH3:6])([C:17]1[CH:18]=[CH:19][CH:20]=[CH:21][CH:22]=1)[C:11]1[CH:16]=[CH:15][CH:14]=[CH:13][CH:12]=1. Procedure: In the manner described in Example 14c, 5.15 g of glycolaldehyde and 26.78 ml of tert-butyldiphenylchlorosilane were reacted in the presence of 7.61 g of imidazole and 26 ml of absolute dimethylformamide whereby after column chromatography with ether/petroleum ether (1:2) 21.26 g of the title compound were obtained. The reactants are FC=1C(=CC(=NC1)OC)B(O)O (5-fluoro-2-methoxypyridin-4-ylboronic acid), BrC1=C(C#N)C=CC(=C1)Cl (2-bromo-4-chlorobenzonitrile). Yields the product ClC1=CC(=C(C#N)C=C1)C1=CC(=NC=C1F)OC (4-Chloro-2-(5-fluoro-2-methoxypyridin-4-yl)benzonitrile). RXN SMILES: [F:1][C:2]1[C:3](B(O)O)=[CH:4][C:5]([O:8][CH3:9])=[N:6][CH:7]=1.Br[C:14]1[CH:21]=[C:20]([Cl:22])[CH:19]=[CH:18][C:15]=1[C:16]#[N:17]>>[Cl:22][C:20]1[CH:21]=[CH:14][C:15]([C:16]#[N:17])=[C:18]([C:3]2[C:2]([F:1])=[CH:7][N:6]=[C:5]([O:8][CH3:9])[CH:4]=2)[CH:19]=1. Reported procedure: 256 mg (1.5 mmol) of 5-fluoro-2-methoxypyridin-4-ylboronic acid and 295 mg (1.34 mmol) of 2-bromo-4-chlorobenzonitrile were reacted according to General Method 2A. The product was precipitated with water. Yield: 146 mg (37% of theory) Reactants: N1=CC=CC=C1.C1(CC1)C(=O)C(C1=C(C=CC=C1)F)N1CC=2C(CC1)SC(C2)=O (5-(α-cyclopropylcarbonyl-2-fluorobenzyl)-2-oxo-2,4,5,6,7,7a-hexahydrothieno[3,2-c]pyridine pyridine), C(C)(=O)OCC (ethyl acetate), [H-].[Na+] (sodium hydride). Solvent: CN(C=O)C (dimethylformamide), C(C)(=O)OC(C)=O (acetic anhydride). Run at time 20 minute. Yields the product C(C)(=O)OC1=CC=2CN(CCC2S1)C(C1=C(C=CC=C1)F)C(=O)C1CC1 (2-Acetoxy-5-(α-cyclopropylcarbonyl-2-fluorobenzyl)4,5,6,7-tetrahydrothieno[3,2-c]pyridine). The yield is 65.0%. RXN SMILES: N1C=CC=CC=1.[CH:7]1([C:10]([CH:12]([N:20]2[CH2:25][CH2:24][CH:23]3[S:26][C:27](=[O:29])[CH:28]=[C:22]3[CH2:21]2)[C:13]2[CH:18]=[CH:17][CH:16]=[CH:15][C:14]=2[F:19])=[O:11])[CH2:9][CH2:8]1.[H-].[Na+].[C:32](OCC)(=[O:34])[CH3:33]>CN(C)C=O.C(OC(=O)C)(=O)C>[C:32]([O:29][C:27]1[S:26][C:23]2[CH2:24][CH2:25][N:20]([CH:12]([C:10]([CH:7]3[CH2:8][CH2:9]3)=[O:11])[C:13]3[CH:18]=[CH:17][CH:16]=[CH:15][C:14]=3[F:19])[CH2:21][C:22]=2[CH:28]=1)(=[O:34])[CH3:33] |f:0.1,2.3|. Procedure: 2.6 g (7.8 mmole) of 5-(α-cyclopropylcarbonyl-2-fluorobenzyl)-2-oxo-2,4,5,6,7,7a-hexahydrothieno[3,2-c]pyridine pyridine (prepared as described in Example 20) were dissolved in a mixture of 10 ml of dimethylformamide and 5 ml of acetic anhydride, and then 0.35 g (8.6 mmole) of a 60% w/w dispersion of sodium hydride in mineral oil was added to the resulting solution, whilst ice-cooling; the mixture was then stirred for 20 minutes at the same temperature, after which it was stirred for a further 3... Reactants: C(C(=O)Cl)(=O)Cl (oxalyl chloride), NC1=C(C=NN1C1=CC=C(C=C1)F)C(=O)NCC(C(F)(F)F)(O)CN (5-amino-N-[2-(aminomethyl)-3,3,3-trifluoro-2-hydroxypropyl]-1-(4-fluorophenyl)-1H-pyrazole-4-carboxamide), C(C)(C)N(CC)C(C)C (diisopropylethylamine), C(C(=O)Cl)(=O)Cl (oxalyl chloride), BrC1=C(C(=O)O)C(=CC=C1)Br (2,6-dibromobenzoic acid), solution. Solvent: C1CCOC1 (THF), O1CCCC1 (tetrahydrofuran), O1CCCC1 (tetrahydrofuran), CN(C=O)C (dimethylformamide). Conditions: time 45 minute. Yields the product NC1=C(C=NN1C1=CC=C(C=C1)F)C(=O)NCC(C(F)(F)F)(O)CNC(=O)C1=C(C=CC=C1Br)Br (5-Amino-N-[2-({[(2,6-dibromophenyl)carbonyl]amino}methyl)-3,3,3-trifluoro-2-hydroxypropyl]-1-(4-fluorophenyl)-1H-pyrazole-4-carboxamide). Isolated yield 90.8%. Reaction SMILES: [Br:1][C:2]1[CH:10]=[CH:9][CH:8]=[C:7]([Br:11])[C:3]=1[C:4]([OH:6])=O.C(Cl)(=O)C(Cl)=O.[NH2:18][C:19]1[N:23]([C:24]2[CH:29]=[CH:28][C:27]([F:30])=[CH:26][CH:25]=2)[N:22]=[CH:21][C:20]=1[C:31]([NH:33][CH2:34][C:35]([CH2:41][NH2:42])([OH:40])[C:36]([F:39])([F:38])[F:37])=[O:32].C(N(C(C)C)CC)(C)C>O1CCCC1.CN(C)C=O>[NH2:18][C:19]1[N:23]([C:24]2[CH:25]=[CH:26][C:27]([F:30])=[CH:28][CH:29]=2)[N:22]=[CH:21][C:20]=1[C:31]([NH:33][CH2:34][C:35]([CH2:41][NH:42][C:4]([C:3]1[C:7]([Br:11])=[CH:8][CH:9]=[CH:10][C:2]=1[Br:1])=[O:6])([OH:40])[C:36]([F:39])([F:38])[F:37])=[O:32]. Procedure: To a solution of 2,6-dibromobenzoic acid (28 mg, 0.1 mmol) in anhydrous tetrahydrofuran (1 ml) was added anhydrous dimethylformamide (4 μl) followed by oxalyl chloride (100 μl of a 1 ml solution of 87 μl of oxalyl chloride in THF; 0.1 mmol). The mixture effervesced and was stirred under nitrogen for 45 minutes. A solution of 5-amino-N-[2-(aminomethyl)-3,3,3-trifluoro-2-hydroxypropyl]-1-(4-fluorophenyl)-1H-pyrazole-4-carboxamide (25.3 mg, 0.07 mmole) in anhydrous tetrahydrofuran (0.5 ml) and diis... Yields the product ClC=1C=C(C2=C(OCO2)C1NC1=NC=NC2=CC(=C(C=C12)OC)OCCCN1CCOCC1)C#CCN(C(=O)N(C)C)C (N-[3-(6-chloro-7-{[6-methoxy-7-(3-morpholin-4-ylpropoxy)quinazolin-4-yl]amino}-1,3-benzodioxol-4-yl)prop-2-yn-1-yl]-N,N′,N′-trimethylurea). Procedure: This was prepared using the method described in example 26 but it was carried out at room temperature over 3 hr using N-(5-chloro-7-iodo-1,3-benzodioxol-4-yl)-6-methoxy-7-(3-morpholin-4ylpropoxy)quinazolin-4-amine (310 mg, 0.52 mmol), N,N,N′-trimethyl-N′-prop-2-yn-1-ylurea (145 mg, 1.04 mmol), bis(triphenylphosphine) palladium(II) dichloride (36 mg, 10 mol %), copper(I) iodide (10 mg, 10 mol %) and diisopropylamine (105 mg, 1.04 mmol) in ethyl acetate (10 ml). The crude product was purified by c... The solvent is C(C)(=O)OCC (ethyl acetate). The yield is 68.6%. Conditions: time 3 hour. As a reaction SMILES: [Cl:1][C:2]1[CH:10]=[C:9](I)[C:5]2[O:6][CH2:7][O:8][C:4]=2[C:3]=1[NH:12][C:13]1[C:22]2[C:17](=[CH:18][C:19]([O:25][CH2:26][CH2:27][CH2:28][N:29]3[CH2:34][CH2:33][O:32][CH2:31][CH2:30]3)=[C:20]([O:23][CH3:24])[CH:21]=2)[N:16]=[CH:15][N:14]=1.[CH3:35][N:36]([CH3:44])[C:37]([N:39]([CH3:43])[CH2:40][C:41]#[CH:42])=[O:38].C(NC(C)C)(C)C>C(OCC)(=O)C.[Pd](Cl)Cl.C1(P(C2C=CC=CC=2)C2C=CC=CC=2)C=CC=CC=1.C1(P(C2C=CC=CC=2)C2C=CC=CC=2)C=CC=CC=1.[Cu]I>[Cl:1][C:2]1[CH:10]=[C:9]([C:42]#[C:41][CH2:40][N:39]([CH3:43])[C:37]([N:36]([CH3:44])[CH3:35])=[O:38])[C:5]2[O:6][CH2:7][O:8][C:4]=2[C:3]=1[NH:12][C:13]1[C:22]2[C:17](=[CH:18][C:19]([O:25][CH2:26][CH2:27][CH2:28][N:29]3[CH2:34][CH2:33][O:32][CH2:31][CH2:30]3)=[C:20]([O:23][CH3:24])[CH:21]=2)[N:16]=[CH:15][N:14]=1 |f:4.5.6|. The reactants are ClC1=C(C2=C(OCO2)C(=C1)I)NC1=NC=NC2=CC(=C(C=C12)OC)OCCCN1CCOCC1 (N-(5-chloro-7-iodo-1,3-benzodioxol-4-yl)-6-methoxy-7-(3-morpholin-4ylpropoxy)quinazolin-4-amine), CN(C(=O)N(CC#C)C)C (N,N,N′-trimethyl-N′-prop-2-yn-1-ylurea), C(C)(C)NC(C)C (diisopropylamine). The reagents and catalysts are [Pd](Cl)Cl.C1(=CC=CC=C1)P(C1=CC=CC=C1)C1=CC=CC=C1.C1(=CC=CC=C1)P(C1=CC=CC=C1)C1=CC=CC=C1 (bis(triphenylphosphine) palladium(II) dichloride), [Cu]I (copper(I) iodide).